From a dataset of the Open Reaction Database (ORD), a public repository of structured organic reaction records. describe an organic reaction: reactants, conditions, products, and yield Reactants: CCCCO, CCN(C(C)C)C(C)C, Nc1ccc(Cl)cc1, FC(F)(F)c1cc(Cl)nc(Cl)n1. Yields the product FC(F)(F)c1cc(Nc2ccc(Cl)cc2)nc(Cl)n1. Reaction SMILES: [CH2:30]([OH:31])[CH2:32][CH2:33][CH3:34].[CH:21]([N:22]([CH2:23][CH3:24])[CH:25]([CH3:26])[CH3:27])([CH3:28])[CH3:29].[Cl:13][c:14]1[cH:15][cH:16][c:17]([NH2:20])[cH:18][cH:19]1.[Cl:1][c:2]1[n:3][c:4]([C:9]([F:10])([F:11])[F:12])[cH:5][c:6]([Cl:8])[n:7]1>>[Cl:1][c:2]1[n:3][c:4]([C:9]([F:10])([F:11])[F:12])[cH:5][c:6]([NH:20][c:17]2[cH:16][cH:15][c:14]([Cl:13])[cH:19][cH:18]2)[n:7]1.